Task: describe an organic reaction: reactants, conditions, products, and yield. Dataset: the Open Reaction Database (ORD), a public repository of structured organic reaction records The reactants are C(N)(=O)C=1C(C2=C(NC1)SC=C2)=O (4,7-Dihydro-5-carbamoyl-4-oxothieno[2,3-b]pyridine), C1(=CC=CC=C1)C (toluene), O1CCCC1 (tetrahydrofuran), thioamide, COC=1C=CC(=CC1)P2(=S)SP(=S)(S2)C=3C=CC(=CC3)OC (Lawessons reagent). The solvent is O1CCOCC1 (dioxane). The product is C(N)(=S)C=1C(C2=C(NC1)SC=C2)=O (4,7-dihydro-5-thiocarbamoyl-4-oxothieno[2,3-b]pyridine). Reaction SMILES: [C:1]([C:4]1[C:5](=[O:13])[C:6]2[CH:12]=[CH:11][S:10][C:7]=2[NH:8][CH:9]=1)(=O)[NH2:2].C1(C)C=CC=CC=1.O1CCCC1.COC1C=CC(P2(SP(C3C=CC(OC)=CC=3)(=S)S2)=[S:35])=CC=1>O1CCOCC1>[C:1]([C:4]1[C:5](=[O:13])[C:6]2[CH:12]=[CH:11][S:10][C:7]=2[NH:8][CH:9]=1)(=[S:35])[NH2:2]. Procedure details: To a solution of 4,7-Dihydro-5-carbamoyl-4-oxothieno[2,3-b]pyridine derivative (vih) in an appropriate solvent, e.g. toluene, tetrahydrofuran, dioxane, an equivalent amount or a small excess amount of thioamide reagent, e.g. Lawessons reagent, is added under room temperature or ice-cooling. The mixture is stirred at a temperature of 0° C. to 80° C., and subjected to refluxing under heating if required, to give a 4,7-dihydro-5-thiocarbamoyl-4-oxothieno[2,3-b]pyridine derivative (viih). Solvent: [OH-].[Na+] (sodium hydroxide), ClCCl (dichloromethane). Reagents/catalysts: CCCCCCCC[N+](C)(CCCCCCCC)CCCCCCCC.[Cl-] (Adogen 464). Reaction SMILES: [Cl:1][C:2]1[CH:9]=[C:8]([Cl:10])[CH:7]=[CH:6][C:3]=1[CH2:4]Br.[NH2:11][C:12]1[C:17]([OH:18])=[CH:16][CH:15]=[CH:14][N:13]=1.O>[OH-].[Na+].ClCCl.CCCCCCCC[N+](CCCCCCCC)(CCCCCCCC)C.[Cl-]>[NH2:11][C:12]1[C:17]([O:18][CH2:4][C:3]2[CH:6]=[CH:7][C:8]([Cl:10])=[CH:9][C:2]=2[Cl:1])=[CH:16][CH:15]=[CH:14][N:13]=1 |f:3.4,6.7|. Reactants: ClC1=C(CBr)C=CC(=C1)Cl (2,4-dichlorobenzyl bromide), NC1=NC=CC=C1O (2-amino-3hydroxypyridine), O (water). The product is NC1=NC=CC=C1OCC1=C(C=C(C=C1)Cl)Cl (2-Amino-3-(2,4-dichlorobenzyloxy)pyridine). Procedure details: A mixture of 2,4-dichlorobenzyl bromide (15 g, 76.7 mmol) and 2-amino-3hydroxypyridine (7.7 g, 69.7 mmol) in 40% aqueous sodium hydroxide solution (52 ml) and dichloromethane (52 ml) was treated with Adogen 464 (5 ml) and stirred vigorously at room temperature for 16 hours. More water was added and the product extracted into dichloromethane, dried, and the solvent evaporated to obtain the product after trituration with ether (13.3 g, 70%), m.p. 120°-121° C. Run at time 16 hour. Reactants: FC=1C=C2C(C(NC2=CC1)=O)=C1OCC2=NC(=CC=C21)C=C (5-fluoro-3-(2-vinyl-7H-furo[3,4-b]pyridin-5-ylidene)-1,3-dihydro-indol-2-one), N1CCC(C(=O)OCC)CC1 (ethyl isonipecotate). The product is C(C)OC(=O)C1CCN(CC1)CCC1=CC=C2C(=N1)COC2=C2C(NC1=CC=C(C=C21)F)=O (1-{2-[5-(5-Fluoro-2-oxo-1,2-dihydro-indol-3-ylidene)-5,7-dihydro-furo[3,4-b]pyridin-2-yl]-ethyl}-piperidine-4-carboxylic acid ethyl ester). The yield is 26.1%. RXN SMILES: [F:1][C:2]1[CH:3]=[C:4]2[C:8](=[CH:9][CH:10]=1)[NH:7][C:6](=[O:11])[C:5]2=[C:12]1[C:20]2[C:15](=[N:16][C:17]([CH:21]=[CH2:22])=[CH:18][CH:19]=2)[CH2:14][O:13]1.[NH:23]1[CH2:33][CH2:32][CH:26]([C:27]([O:29][CH2:30][CH3:31])=[O:28])[CH2:25][CH2:24]1>>[CH2:30]([O:29][C:27]([CH:26]1[CH2:32][CH2:33][N:23]([CH2:22][CH2:21][C:17]2[N:16]=[C:15]3[CH2:14][O:13][C:12](=[C:5]4[C:4]5[C:8](=[CH:9][CH:10]=[C:2]([F:1])[CH:3]=5)[NH:7][C:6]4=[O:11])[C:20]3=[CH:19][CH:18]=2)[CH2:24][CH2:25]1)=[O:28])[CH3:31]. Reported procedure: Following the method described in Example 19, 5-fluoro-3-(2-vinyl-7H-furo[3,4-b]pyridin-5-ylidene)-1,3-dihydro-indol-2-one (50 mg, 0.17 mmol) and ethyl isonipecotate (300 mg, 1.96 mmol) are reacted to provide the title compound (20 mg, 26%). Starting materials: Br, COC(=O)c1ccc2nc(-c3ccc(F)cc3)cn2c1, CC(=O)O. Product: O=C(O)c1ccc2nc(-c3ccc(F)cc3)cn2c1. As a reaction SMILES: [BrH:25].[CH3:1][O:2][C:3](=[O:4])[c:5]1[cH:6][cH:7][c:8]2[n:9]([cH:10]1)[cH:11][c:12](-[c:14]1[cH:15][cH:16][c:17]([F:20])[cH:18][cH:19]1)[n:13]2.[CH3:21][C:22](=[O:23])[OH:24]>>[O:2]=[C:3]([OH:4])[c:5]1[cH:6][cH:7][c:8]2[n:9]([cH:10]1)[cH:11][c:12](-[c:14]1[cH:15][cH:16][c:17]([F:20])[cH:18][cH:19]1)[n:13]2. The reactants are BrCC(=O)OC (methyl bromoacetate), C[O-].[Na+] (Sodium methoxide), ClC=1C=CC2=C(C(=NCC(N2)=O)C2=CC=CC=C2)C1 (7-chloro-1,3-dihydro-5-phenyl-2H-1,4-benzodiazepin-2-one), CN(C=O)C (dimethylformamide). Solvent: C1(=CC=CC=C1)C (toluene). Reaction conditions: time 8 hour. Product: COC(CN1C(CN=C(C2=C1C=CC(=C2)Cl)C2=CC=CC=C2)=O)=O (7-chloro-2,3-dihydro-2-oxo-5-phenyl-1H-1,4-benzodiazepine-1-acetic acid methyl ester). Yield: 42.0%. Reaction SMILES: C[O-].[Na+].[Cl:4][C:5]1[CH:6]=[CH:7][C:8]2[NH:14][C:13](=[O:15])[CH2:12][N:11]=[C:10]([C:16]3[CH:21]=[CH:20][CH:19]=[CH:18][CH:17]=3)[C:9]=2[CH:22]=1.CN(C)C=O.Br[CH2:29][C:30]([O:32][CH3:33])=[O:31]>C1(C)C=CC=CC=1>[CH3:33][O:32][C:30](=[O:31])[CH2:29][N:14]1[C:8]2[CH:7]=[CH:6][C:5]([Cl:4])=[CH:22][C:9]=2[C:10]([C:16]2[CH:21]=[CH:20][CH:19]=[CH:18][CH:17]=2)=[N:11][CH2:12][C:13]1=[O:15] |f:0.1|. Procedure details: Sodium methoxide (5.95 g., 0.11 mole) is added to a solution of 7-chloro-1,3-dihydro-5-phenyl-2H-1,4-benzodiazepin-2-one (27 g., 0.1 mole) in 200 ml. of dimethylformamide and the mixture is stirred and heated on a steambath for about 20 minutes. To this mixture is added a solution of methyl bromoacetate (16.7 g., 0.11 mole) in 165 ml. of toluene during 1 hour while stirring and heating are continued. The mixture is heated for an additional 2 hours, allowed to stand overnight at room temperature ... Reactants: C(C1=CC=CC=C1)NC(=O)C=1C(=NC(=NC1)C1=CC=CC=C1)Cl (4-chloro-2-phenyl-pyrimidine-5-carboxylic acid benzylamide), S.[Na] (sodium hydrogen sulfide). The product is C(C1=CC=CC=C1)NC(=O)C=1C(=NC(=NC1)C1=CC=CC=C1)S (4-Mercapto-2-phenyl-pyrimidine-5-carboxylic acid benzylamide). The yield is 65.2%. Reaction SMILES: [CH2:1]([NH:8][C:9]([C:11]1[C:12](Cl)=[N:13][C:14]([C:17]2[CH:22]=[CH:21][CH:20]=[CH:19][CH:18]=2)=[N:15][CH:16]=1)=[O:10])[C:2]1[CH:7]=[CH:6][CH:5]=[CH:4][CH:3]=1.[SH2:24].[Na]>>[CH2:1]([NH:8][C:9]([C:11]1[C:12]([SH:24])=[N:13][C:14]([C:17]2[CH:22]=[CH:21][CH:20]=[CH:19][CH:18]=2)=[N:15][CH:16]=1)=[O:10])[C:2]1[CH:7]=[CH:6][CH:5]=[CH:4][CH:3]=1 |f:1.2,^1:24|. Procedure details: Using the procedure from Preparation 34, 5.8 g (17.9 mmol) of 4-chloro-2-phenyl-pyrimidine-5-carboxylic acid benzylamide was reacted with 5.1 g (72 mmol) of sodium hydrogen sulfide to give 3.75 g of the title compound, mp 189°-193° C. Starting materials: O=C(CCl)NCC=CCOc1cc(CN2CCCCC2)ccn1, Sc1nc[nH]n1. Product: O=C(CSc1nc[nH]n1)NCC=CCOc1cc(CN2CCCCC2)ccn1. As a reaction SMILES: [N:1]1([CH2:7][c:8]2[cH:9][c:10]([O:14][CH2:15][CH:16]=[CH:17][CH2:18][NH:19][C:20]([CH2:21][Cl:22])=[O:23])[n:11][cH:12][cH:13]2)[CH2:2][CH2:3][CH2:4][CH2:5][CH2:6]1.[SH:24][c:25]1[n:26][nH:27][cH:28][n:29]1>>[N:1]1([CH2:7][c:8]2[cH:9][c:10]([O:14][CH2:15][CH:16]=[CH:17][CH2:18][NH:19][C:20]([CH2:21][S:24][c:25]3[n:26][nH:27][cH:28][n:29]3)=[O:23])[n:11][cH:12][cH:13]2)[CH2:2][CH2:3][CH2:4][CH2:5][CH2:6]1. The reactants are C1CCOC1, CNC, Cc1ccc(S(=O)(=O)OCCCOc2ccc3[nH]nc(S(=O)(=O)c4cccc5ccccc45)c3c2)cc1. Yields the product CN(C)CCCOc1ccc2[nH]nc(S(=O)(=O)c3cccc4ccccc34)c2c1. RXN SMILES: [CH2:38]1[O:39][CH2:40][CH2:41][CH2:42]1.[CH3:43][NH:44][CH3:45].[c:1]1([S:11](=[O:12])(=[O:13])[c:14]2[n:15][nH:16][c:17]3[cH:18][cH:19][c:20]([O:23][CH2:24][CH2:25][CH2:26][O:27][S:28]([c:29]4[cH:30][cH:31][c:32]([CH3:33])[cH:34][cH:35]4)(=[O:36])=[O:37])[cH:21][c:22]23)[cH:2][cH:3][cH:4][c:5]2[cH:6][cH:7][cH:8][cH:9][c:10]12>>[c:1]1([S:11](=[O:12])(=[O:13])[c:14]2[n:15][nH:16][c:17]3[cH:18][cH:19][c:20]([O:23][CH2:24][CH2:25][CH2:26][N:44]([CH3:43])[CH3:45])[cH:21][c:22]23)[cH:2][cH:3][cH:4][c:5]2[cH:6][cH:7][cH:8][cH:9][c:10]12.